Task: describe an organic reaction: reactants, conditions, products, and yield. Dataset: the Open Reaction Database (ORD), a public repository of structured organic reaction records Starting materials: C(CCC)[C@@H]1CC[C@H](CC1)CCl (trans-4-butyl cyclohexylchloromethane), [C-]#N.[Na+] (NaCN), O (water). The solvent is CS(=O)C (DMSO). Reaction conditions: temperature 140 celsius. Product: C(CCC)[C@@H]1CC[C@H](CC1)CC#N (trans-4-butylcyclohexyl acetonitrile). Isolated yield 95.0%. Reaction SMILES: [CH2:1]([C@H:5]1[CH2:10][CH2:9][C@H:8]([CH2:11]Cl)[CH2:7][CH2:6]1)[CH2:2][CH2:3][CH3:4].[C-:13]#[N:14].[Na+].O>CS(C)=O>[CH2:1]([C@H:5]1[CH2:10][CH2:9][C@H:8]([CH2:11][C:13]#[N:14])[CH2:7][CH2:6]1)[CH2:2][CH2:3][CH3:4] |f:1.2|. Procedure: In 40 cm3 of DMSO, 38 g (0.20 mol) of trans-4-butyl cyclohexylchloromethane and 12 g (0.24 mol) of NaCN were stirred and heated with a mantle heater to 140° C. The reaction product was cooled to room temperature, combined with 100 cm3 of water, extracted with chloroform, and washed with water. The chloroform was distilled off. The oily residue was subjected to vacuum distillation (b.p. 90° C./3 mmHg) to yield 34 g (0.19 mol) of trans-4-butylcyclohexyl acetonitrile. The reactants are O=C([O-])O, CCO, CCOC(OCC)OCC, CC(NC(C#N)C1(C=O)CC1)c1ccccc1, [Na+], O, Cc1ccc(S(=O)(=O)O)cc1. Product: CCOC(OCC)C1(C(C#N)NC(C)c2ccccc2)CC1. Reaction SMILES: [C:40](=[O:41])([OH:42])[O-:43].[CH3:45][CH2:46][OH:47].[CH:1]([O:2][CH2:3][CH3:4])([O:5][CH2:6][CH3:7])[O:8][CH2:9][CH3:10].[CH:23](=[O:24])[C:25]1([CH:28]([C:29]#[N:30])[NH:31][CH:32]([CH3:33])[c:34]2[cH:35][cH:36][cH:37][cH:38][cH:39]2)[CH2:26][CH2:27]1.[Na+:44].[OH2:11].[c:12]1([CH3:13])[cH:14][cH:15][c:16]([S:17]([OH:18])(=[O:19])=[O:20])[cH:21][cH:22]1>>[CH:1]([O:5][CH2:6][CH3:7])([O:8][CH2:9][CH3:10])[C:25]1([CH:28]([C:29]#[N:30])[NH:31][CH:32]([CH3:33])[c:34]2[cH:35][cH:36][cH:37][cH:38][cH:39]2)[CH2:26][CH2:27]1. Starting materials: O=C1NC2=CC[C@H]3[C@@H]4CC[C@@H]([C@@]4(C)CC[C@@H]3[C@]2(CC1)C)C(=O)O (3-oxo-4-azaandrost-5-ene-17β-carboxylic acid), C(C1=CC=CC=C1)NCC1=CC=CC=C1 (N,N-dibenzylamine). The product is C(C1=CC=CC=C1)N(C(=O)[C@@H]1[C@]2(C)[C@@H](CC1)[C@@H]1CC=C3NC(CC[C@]3(C)[C@H]1CC2)=O)CC2=CC=CC=C2 (N,N-Dibenzyl-3-oxo-4-azaandrost-5-ene-17β-carboxamide). The yield is 71.0%. Reaction SMILES: [O:1]=[C:2]1[CH2:19][CH2:18][C@@:17]2([CH3:20])[C:4](=[CH:5][CH2:6][C@@H:7]3[C@@H:16]2[CH2:15][CH2:14][C@@:12]2([CH3:13])[C@H:8]3[CH2:9][CH2:10][C@@H:11]2[C:21]([OH:23])=O)[NH:3]1.[CH2:24]([NH:31][CH2:32][C:33]1[CH:38]=[CH:37][CH:36]=[CH:35][CH:34]=1)[C:25]1[CH:30]=[CH:29][CH:28]=[CH:27][CH:26]=1>>[CH2:32]([N:31]([CH2:24][C:25]1[CH:30]=[CH:29][CH:28]=[CH:27][CH:26]=1)[C:21]([C@H:11]1[CH2:10][CH2:9][C@H:8]2[C@H:7]3[C@H:16]([CH2:15][CH2:14][C@:12]12[CH3:13])[C@:17]1([CH3:20])[C:4]([NH:3][C:2](=[O:1])[CH2:19][CH2:18]1)=[CH:5][CH2:6]3)=[O:23])[C:33]1[CH:38]=[CH:37][CH:36]=[CH:35][CH:34]=1. Procedure details: The title compound was prepared in a yield of 71% in a similar manner to that described in Example 1 by reacting 3-oxo-4-azaandrost-5-ene-17β-carboxylic acid and N,N-dibenzylamine. Starting materials: CC(C)(C)c1ccc(C#N)c(Cl)n1, O=C(O)C1CCCC1, N#Cc1cccnc1Cl. Yields the product N#Cc1ccc(C2CCCC2)nc1Cl. RXN SMILES: [C:18]([c:19]1[cH:20][cH:21][c:22]([C:23]#[N:24])[c:25]([Cl:26])[n:27]1)([CH3:28])([CH3:29])[CH3:30].[CH:10]1([C:15]([OH:16])=[O:17])[CH2:11][CH2:12][CH2:13][CH2:14]1.[Cl:1][c:2]1[c:3]([C:4]#[N:5])[cH:6][cH:7][cH:8][n:9]1>>[Cl:1][c:2]1[c:3]([C:4]#[N:5])[cH:6][cH:7][c:8]([CH:10]2[CH2:11][CH2:12][CH2:13][CH2:14]2)[n:9]1. Reactants: BrC1=CN=CC=2[C@@H](CCCC12)NC(C)=O ((+)-(R)—N-(4-bromo-5,6,7,8-tetrahydroisoquinolin-8-yl)acetamide), FC(C1=CC=C(C=C1)B(O)O)(F)F (4-(trifluoromethyl)phenylboronic acid). Yields the product FC(C1=CC=C(C=C1)C1=CN=CC=2[C@@H](CCCC12)NC(C)=O)(F)F ((+)-(R)—N-(4-(4-(Trifluoromethyl)phenyl)-5,6,7,8-tetrahydroisoquinolin-8-yl)acetamide). Yield: 87.0%. RXN SMILES: Br[C:2]1[C:11]2[CH2:10][CH2:9][CH2:8][C@@H:7]([NH:12][C:13](=[O:15])[CH3:14])[C:6]=2[CH:5]=[N:4][CH:3]=1.[F:16][C:17]([F:28])([F:27])[C:18]1[CH:23]=[CH:22][C:21](B(O)O)=[CH:20][CH:19]=1>>[F:16][C:17]([F:28])([F:27])[C:18]1[CH:23]=[CH:22][C:21]([C:2]2[C:11]3[CH2:10][CH2:9][CH2:8][C@@H:7]([NH:12][C:13](=[O:15])[CH3:14])[C:6]=3[CH:5]=[N:4][CH:3]=2)=[CH:20][CH:19]=1. Reported procedure: In analogy to the procedure described for the preparation of example 1, (+)-(R)—N-(4-bromo-5,6,7,8-tetrahydroisoquinolin-8-yl)acetamide (intermediate A-12) was reacted with 4-(trifluoromethyl)phenylboronic acid to give the title compound as white solid in 87% yield. MS: 335.1 (M+H+).